This data is from the Open Reaction Database (ORD), a public repository of structured organic reaction records. The task is: describe an organic reaction: reactants, conditions, products, and yield Reactants: ClC1=C(C(=O)O)C=CC=C1F (2-chloro-3-fluorobenzoic acid), CC1=NC=C(C=N1)C1(CCOCC1)CN ((4-(2-methylpyrimidin-5-yl)tetrahydro-2H-pyran-4-yl)methanamine). The product is ClC1=C(C(=O)NCC2(CCOCC2)C=2C=NC(=NC2)C)C=CC=C1F (2-chloro-3-fluoro-N-((4-(2-methylpyrimidin-5-yl)tetrahydro-2H-pyran-4-yl)methyl)benzamide). RXN SMILES: [Cl:1][C:2]1[C:10]([F:11])=[CH:9][CH:8]=[CH:7][C:3]=1[C:4]([OH:6])=O.[CH3:12][C:13]1[N:18]=[CH:17][C:16]([C:19]2([CH2:25][NH2:26])[CH2:24][CH2:23][O:22][CH2:21][CH2:20]2)=[CH:15][N:14]=1>>[Cl:1][C:2]1[C:10]([F:11])=[CH:9][CH:8]=[CH:7][C:3]=1[C:4]([NH:26][CH2:25][C:19]1([C:16]2[CH:17]=[N:18][C:13]([CH3:12])=[N:14][CH:15]=2)[CH2:24][CH2:23][O:22][CH2:21][CH2:20]1)=[O:6]. Procedure: From 2-chloro-3-fluorobenzoic acid and (4-(2-methylpyrimidin-5-yl)tetrahydro-2H-pyran-4-yl)methanamine. LCMS (MH+): m/z=364.1, tR (minutes, Method F)=1.95 Run in ClCCCl (1,2-dichloroethane). Yields the product COC=1C=C(C=CC1)NC1CCN(CC1)CCC (N-(3-methoxyphenyl)-1-propyl-4-piperidinamine). Procedure details: A solution of 4.5 mL (30 mmol) of N-propyl-4-piperidone, 3.4 mL (30 mmol) of m-anisidine, and 1.7 mL (30 mmol) of glacial acetic acid was stirred in 120 mL of 1,2-dichloroethane (DCE) and 9.49 g (45 mmol) of sodium triacetoxyborohydride was added. The solution was stirred at 25° C. for 3 h. The solution was washed with NaHCO3 solution and brine. It was dried and the solvent was evaporated. The m-anisidine excess was distilled off in a Kugelrohr at 100° C./0.05 Torr. There was obtained 3.5 g (47%... Isolated yield 47.0%. Run at temperature 25 celsius, time 3 hour. RXN SMILES: [CH2:1]([N:4]1[CH2:9][CH2:8][C:7](=O)[CH2:6][CH2:5]1)[CH2:2][CH3:3].[CH3:11][O:12][C:13]1[CH:18]=[CH:17][CH:16]=[C:15]([NH2:19])[CH:14]=1.C(O)(=O)C.C(O[BH-](OC(=O)C)OC(=O)C)(=O)C.[Na+]>ClCCCl>[CH3:11][O:12][C:13]1[CH:14]=[C:15]([NH:19][CH:7]2[CH2:8][CH2:9][N:4]([CH2:1][CH2:2][CH3:3])[CH2:5][CH2:6]2)[CH:16]=[CH:17][CH:18]=1 |f:3.4|. The reactants are C(C)(=O)O[BH-](OC(C)=O)OC(C)=O.[Na+] (sodium triacetoxyborohydride), C(CC)N1CCC(CC1)=O (N-propyl-4-piperidone), COC1=CC(=CC=C1)N (m-anisidine), C(C)(=O)O (acetic acid). Reactants: CC(C(=O)OC(C)(C)C)(C(=O)[O-])CCCCCC1(OCCO1)CC (tert-Butyl methyl[5-(2-ethyl-1,3-dioxolan-2-yl)pentyl]malonate), [Li+].[OH-] (LiOH). Run in C1CCOC1.O (THF H2O). Conditions: time 3 hour. Yields the product C(C)(C)(C)OC(=O)C(C(=O)O)CCCCCC1(OCCO1)CC (2-(tert-Butoxycarbonyl)-7-(2-ethyl-1,3-dioxolan-2-yl)heptanoic acid). As a reaction SMILES: C[C:2]([CH2:13][CH2:14][CH2:15][CH2:16][CH2:17][C:18]1([CH2:23][CH3:24])[O:22][CH2:21][CH2:20][O:19]1)([C:10]([O-:12])=[O:11])[C:3]([O:5][C:6]([CH3:9])([CH3:8])[CH3:7])=[O:4].[Li+].[OH-]>C1COCC1.O>[C:6]([O:5][C:3]([CH:2]([CH2:13][CH2:14][CH2:15][CH2:16][CH2:17][C:18]1([CH2:23][CH3:24])[O:19][CH2:20][CH2:21][O:22]1)[C:10]([OH:12])=[O:11])=[O:4])([CH3:9])([CH3:8])[CH3:7] |f:1.2,3.4|. Procedure: A solution of A1 (1 eq.) in THF/H2O (2:1, 0.09 M solution) was treated with LiOH (1.1 eq) and the solution was stirred for 3 hr at RT. The reaction was quenched with 6N HCl and the product was extracted with EtOAc. The organic layer was dried (Na2SO4) and the solvent removed under reduced pressure to yield a white solid which was used without any further purification. 1H NMR (400 MHz, CDCl3) δ: 3.86 (4H, s), 3.16 (1H, t, J=7.3 Hz), 1.90-1.68 (2H, m), 1.63-1.46 (4H, m), 1.39 (9H, s), 1.33-1.15 (6... Starting materials: Cl (HCl), C1(CC1)C#CC=1C=C2C(C3(CC2=CC1)CCC(CC3)OC)=NS(=O)C(C)(C)C (N-(5′-(cyclopropylethynyl)-4-methoxyspiro[cyclohexane-1,2′-indene]-3′(1′H)-ylidene)-2-methylpropane-2-sulfinamide). The solvent is O1CCOCC1 (dioxane), O1CCOCC1 (dioxane). Conditions: time 1 hour. The product is C1(CC1)C#CC1=CC=C2CC3(C(C2=C1)=N)CCC(CC3)OC (6′-(Cyclopropylethynyl)-4-methoxyspiro[cyclohexane-1,2′-inden]-1′(3′H)-imine). Isolated yield 104.8%. As a reaction SMILES: Cl.[CH:2]1([C:5]#[C:6][C:7]2[CH:8]=[C:9]3[C:13](=[CH:14][CH:15]=2)[CH2:12][C:11]2([CH2:20][CH2:19][CH:18]([O:21][CH3:22])[CH2:17][CH2:16]2)[C:10]3=[N:23]S(C(C)(C)C)=O)[CH2:4][CH2:3]1>O1CCOCC1>[CH:2]1([C:5]#[C:6][C:7]2[CH:8]=[C:9]3[C:13]([CH2:12][C:11]4([CH2:20][CH2:19][CH:18]([O:21][CH3:22])[CH2:17][CH2:16]4)[C:10]3=[NH:23])=[CH:14][CH:15]=2)[CH2:3][CH2:4]1. Reported procedure: 4 M HCl in dioxane (1.5 mL, 6.00 mmol) was added to a solution of N-(5′-(cyclopropylethynyl)-4-methoxyspiro[cyclohexane-1,2′-indene]-3′(1′H)-ylidene)-2-methylpropane-2-sulfinamide (Example 20i Step 2, 470 mg, 1.18 mmol) in dry dioxane (5 mL) at 5° C. The reaction mixture was allowed to come to r.t. and stirred for 1 h, then it was stored at 0° C. overnight and then concentrated. The product (as the hydrochloride salt) was dissolved in DCM and washed with aq. sat. NaHCO3, dried over Na2SO4 and co... The reactants are C(C)(C)(C)OC(=O)N[C@H](C(=O)N1[C@H](C(=O)O)CCC1)CC (1-(N-(tert-butoxycarbonyl)-2(S)-aminobutyryl)-L-proline), C(CCC)N (n-butylamine), C(C)N1CCOCC1 (N-ethylmorpholine), ClC(=O)OCC(C)C (isobutyl chloroformate). The solvent is O1CCCC1 (tetrahydrofuran), C(Cl)Cl (methylene chloride). Reaction conditions: time 45 minute. The product is C(CCC)NC([C@H]1N(CCC1)C([C@H](CC)NC(=O)OC(C)(C)C)=O)=O (1-(N-(tert-butoxycarbonyl)-2(S)-aminobutyryl)-L-proline n-butylamide). Reaction SMILES: [C:1]([O:5][C:6]([NH:8][C@@H:9]([CH2:20][CH3:21])[C:10]([N:12]1[CH2:19][CH2:18][CH2:17][C@H:13]1[C:14]([OH:16])=O)=[O:11])=[O:7])([CH3:4])([CH3:3])[CH3:2].C(N1CCOCC1)C.ClC(OCC(C)C)=O.[CH2:38]([NH2:42])[CH2:39][CH2:40][CH3:41]>O1CCCC1.C(Cl)Cl>[CH2:38]([NH:42][C:14](=[O:16])[C@@H:13]1[CH2:17][CH2:18][CH2:19][N:12]1[C:10](=[O:11])[C@@H:9]([NH:8][C:6]([O:5][C:1]([CH3:2])([CH3:3])[CH3:4])=[O:7])[CH2:20][CH3:21])[CH2:39][CH2:40][CH3:41]. Reported procedure: 2.42 g of 1-(N-(tert-butoxycarbonyl)-2(S)-aminobutyryl)-L-proline (8.05 mmol) prepared as in Example 2 c) are dissolved in dry tetrahydrofuran (15 ml). The solution is cooled in an ice/salt bath and 0.927 g of N-ethylmorpholine (8.05 mmol) and 1.10 g of isobutyl chloroformate (8.05 mmol) are then added. The solution is stirred for 45 minutes and 0.59 g (8.05 mmol) of n-butylamine is added. After stirring overnight, methylene chloride (200 ml) is added and the mixture is washed with 10% citric ac...